This data is from the Open Reaction Database (ORD), a public repository of structured organic reaction records. The task is: describe an organic reaction: reactants, conditions, products, and yield Starting materials: C(C)C(CC)C=1C=2N(N=C(C1)C)C(=C(N2)C)C2=C(N=C1N2C=CC=C1CO)C ({3-[8-(1-ethyl-propyl)-2,6-dimethyl-imidazo[1,2-b]pyridazin-3-yl]-2-methyl-imidazo[1,2-a]pyridin-8-yl}-methanol), [H-].[Na+] (NaH), CI (CH3I). The solvent is C1CCOC1 (THF). Conditions: temperature 0 celsius, time 30 minute. The product is C(C)C(CC)C=1C=2N(N=C(C1)C)C(=C(N2)C)C2=C(N=C1N2C=CC=C1COC)C (8-(1-ethyl-propyl)-3-(8-methoxymethyl-2-methyl-imidazo[1,2-a]pyridin-3-yl)-2,6-dimethyl-imidazo[1,2-b]pyridazine). Yield: 91.7%. Reaction SMILES: [CH2:1]([CH:3]([C:6]1[C:7]2[N:8]([C:13]([C:17]3[N:21]4[CH:22]=[CH:23][CH:24]=[C:25]([CH2:26][OH:27])[C:20]4=[N:19][C:18]=3[CH3:28])=[C:14]([CH3:16])[N:15]=2)[N:9]=[C:10]([CH3:12])[CH:11]=1)[CH2:4][CH3:5])[CH3:2].[H-].[Na+].[CH3:31]I>C1COCC1>[CH2:1]([CH:3]([C:6]1[C:7]2[N:8]([C:13]([C:17]3[N:21]4[CH:22]=[CH:23][CH:24]=[C:25]([CH2:26][O:27][CH3:31])[C:20]4=[N:19][C:18]=3[CH3:28])=[C:14]([CH3:16])[N:15]=2)[N:9]=[C:10]([CH3:12])[CH:11]=1)[CH2:4][CH3:5])[CH3:2] |f:1.2|. Reported procedure: A solution of {3-[8-(1-ethyl-propyl)-2,6-dimethyl-imidazo[1,2-b]pyridazin-3-yl]-2-methyl-imidazo[1,2-a]pyridin-8-yl}-methanol (0.23 g, 0.60 mmol) in THF (10 mL) is treated with 60% NaH (29 mg, 0.73 mmol) at 0° C., and the resulting mixture is stirred at 0° C. for 30 min. CH3I (56 μL, 0.91 mmol) is added and the reaction is stirred at 0° C. for 2 h, and at RT overnight. It is quenched with sat. NH4Cl (10 mL), diluted with H2O (20 mL), and extracted with EtOAc (2×20 ml). The combined organic layer...